From a dataset of the Open Reaction Database (ORD), a public repository of structured organic reaction records. describe an organic reaction: reactants, conditions, products, and yield Reactants: COC(=O)C(O)c1ccccc1COc1cc(C)ccc1C, ClCCCl, O=S(Cl)Cl. The product is COC(=O)C(Cl)c1ccccc1COc1cc(C)ccc1C. RXN SMILES: [CH3:1][c:2]1[c:3]([O:4][CH2:5][c:6]2[c:7]([CH:12]([C:13](=[O:14])[O:15][CH3:16])[OH:17])[cH:8][cH:9][cH:10][cH:11]2)[cH:18][c:19]([CH3:22])[cH:20][cH:21]1.[Cl:27][CH2:28][CH2:29][Cl:30].[S:23]([Cl:24])([Cl:25])=[O:26]>>[CH3:1][c:2]1[c:3]([O:4][CH2:5][c:6]2[c:7]([CH:12]([C:13](=[O:14])[O:15][CH3:16])[Cl:25])[cH:8][cH:9][cH:10][cH:11]2)[cH:18][c:19]([CH3:22])[cH:20][cH:21]1. Reactants: [H-].[Al+3].[Li+].[H-].[H-].[H-] (lithium aluminum hydride), O (water), OCC1=CC=C(C=C1)NC(C1=CC=C(C=C1)OCCCCCCCCCCCCCC)=O (N-[4-(hydroxymethyl)phenyl]-4-(tetradecyloxy)benzamide), C(C)(=O)OCC (Ethyl acetate). Solvent: O1CCCC1 (tetrahydrofuran), O1CCCC1 (tetrahydrofuran). Conditions: time 0.5 hour. The product is C(CCCCCCCCCCCCC)OC1=CC=C(C=C1)CNC1=C(C=CC=C1)CO ([[(4-(Tetradecyloxy)phenyl]methyl]amino]benzenemethanol). Reaction SMILES: OC[C:3]1[CH:8]=[CH:7][C:6]([NH:9][C:10](=O)[C:11]2[CH:16]=[CH:15][C:14]([O:17][CH2:18][CH2:19][CH2:20][CH2:21][CH2:22][CH2:23][CH2:24][CH2:25][CH2:26][CH2:27][CH2:28][CH2:29][CH2:30][CH3:31])=[CH:13][CH:12]=2)=[CH:5][CH:4]=1.[H-].[Al+3].[Li+].[H-].[H-].[H-].[C:39](OCC)(=[O:41])C.O>O1CCCC1>[CH2:18]([O:17][C:14]1[CH:13]=[CH:12][C:11]([CH2:10][NH:9][C:6]2[CH:5]=[CH:4][CH:3]=[CH:8][C:7]=2[CH2:39][OH:41])=[CH:16][CH:15]=1)[CH2:19][CH2:20][CH2:21][CH2:22][CH2:23][CH2:24][CH2:25][CH2:26][CH2:27][CH2:28][CH2:29][CH2:30][CH3:31] |f:1.2.3.4.5.6|. Procedure details: To a suspension of 13 g of N-[4-(hydroxymethyl)phenyl]-4-(tetradecyloxy)benzamide in 250 ml of tetrahydrofuran is added dropwise with stirring under argon 59.14 ml of 1 molar lithium aluminum hydride in tetrahydrofuran. The mixture is stirred at room temperature for 0.5 hours and refluxed for 5 hours. Ethyl acetate is added dropwise followed by water. The mixture is filtered and the cake washed with ether. The filtrate is evaporated to a residue which is purified by chromatography on silica gel ... Starting materials: C1(CC1)COC1=C(C=CC(=N1)C(=O)O)N1CC(C1)(F)F (6-cyclopropylmethoxy-5-(3,3-difluoro-azetidin-1-yl)-pyridine-2-carboxylic acid), C1(CC1)C[C@@H](C1=NOC(=N1)C)N ((S)-2-cyclopropyl-1-(5-methyl-[1,2,4]oxadiazol-3-yl)-ethylamine). Procedure details: The title compound was synthesized in analogy to Example 1, using 6-cyclopropylmethoxy-5-(3,3-difluoro-azetidin-1-yl)-pyridine-2-carboxylic acid (Example 69 b) and (S)-2-cyclopropyl-1-(5-methyl-[1,2,4]oxadiazol-3-yl)-ethylamine (Example 38 e) as starting materials, MS (EI): m/e=434.2 [M+H]+. The product is C1(CC1)C[C@@H](C1=NOC(=N1)C)NC(=O)C1=NC(=C(C=C1)N1CC(C1)(F)F)OCC1CC1 (6-Cyclopropylmethoxy-5-(3,3-difluoro-azetidin-1-yl)-pyridine-2-carboxylic acid [(S)-2-cyclopropyl-1-(5-methyl-[1,2,4]oxadiazol-3-yl)-ethyl]-amide). As a reaction SMILES: [CH:1]1([CH2:4][O:5][C:6]2[N:11]=[C:10]([C:12]([OH:14])=O)[CH:9]=[CH:8][C:7]=2[N:15]2[CH2:18][C:17]([F:20])([F:19])[CH2:16]2)[CH2:3][CH2:2]1.[CH:21]1([CH2:24][C@H:25]([NH2:32])[C:26]2[N:30]=[C:29]([CH3:31])[O:28][N:27]=2)[CH2:23][CH2:22]1>>[CH:21]1([CH2:24][C@H:25]([NH:32][C:12]([C:10]2[CH:9]=[CH:8][C:7]([N:15]3[CH2:18][C:17]([F:20])([F:19])[CH2:16]3)=[C:6]([O:5][CH2:4][CH:1]3[CH2:2][CH2:3]3)[N:11]=2)=[O:14])[C:26]2[N:30]=[C:29]([CH3:31])[O:28][N:27]=2)[CH2:23][CH2:22]1. Starting materials: C1CCCC2=CC=CC=C12 (1,2,3,4-tetrahydronaphthalene), C1(CCCC2=CC=CC=C12)C(=O)O (1,2,3,4-tetrahydro-1-naphthoic acid), S(=O)(Cl)Cl (thionyl chloride), C1CCCC2=CC=CC=C12 (1,2,3,4-tetrahydronaphthalene), C1(CCCC2=CC=CC=C12)C(=O)O (1,2,3,4-tetrahydro-1-naphthoic acid). The product is [C@@H]1(CCCC2=CC=CC=C12)C(=O)Cl ((S)-1,2,3,4-tetrahydro-1-naphthoyl chloride). As a reaction SMILES: C1C2C(=CC=CC=2)CCC1.[CH:11]1([C:21]([OH:23])=O)[C:20]2[C:15](=[CH:16][CH:17]=[CH:18][CH:19]=2)[CH2:14][CH2:13][CH2:12]1.S(Cl)([Cl:26])=O>>[C@@H:11]1([C:21]([Cl:26])=[O:23])[C:20]2[C:15](=[CH:16][CH:17]=[CH:18][CH:19]=2)[CH2:14][CH2:13][CH2:12]1. Reported procedure: According to Route A, 1,2,3,4-tetrahydronaphthalene (Compound VI) is converted into 1,2,3,4-tetrahydro-1-naphthoic acid (Compound VII), which is optically resolved to obtain the S-enantiomer (Compound VIIA). The optically enriched acid then is reacted with thionyl chloride to afford (S)-1,2,3,4-tetrahydro-1-naphthoyl chloride (Compound VIIIA). This acid chloride is reacted with Compound III to afford N-(1-azabicyclo[2.2.2]oct-3S-yl)-(1,2,3,4-tetrahydronaphthalen-1S-ylmethyl)amine (Compound IXA),...